From a dataset of the Open Reaction Database (ORD), a public repository of structured organic reaction records. describe an organic reaction: reactants, conditions, products, and yield Reactants: CO, COC(=O)C1CCC(=O)N1CC#CCN1CCCCC1, N, O. The product is NC(=O)C1CCC(=O)N1CC#CCN1CCCCC1. As a reaction SMILES: [CH3:23][OH:24].[CH3:2][O:3][C:4](=[O:5])[CH:6]1[CH2:7][CH2:8][C:9](=[O:21])[N:10]1[CH2:11][C:12]#[C:13][CH2:14][N:15]1[CH2:16][CH2:17][CH2:18][CH2:19][CH2:20]1.[NH3:22].[OH2:1]>>[O:3]=[C:4]([CH:6]1[CH2:7][CH2:8][C:9](=[O:21])[N:10]1[CH2:11][C:12]#[C:13][CH2:14][N:15]1[CH2:16][CH2:17][CH2:18][CH2:19][CH2:20]1)[NH2:22]. Isolated yield 26.0%. Reaction SMILES: [CH3:1][NH:2][CH2:3][CH2:4][OH:5].Br[C:7]1[CH:8]=[N:9][C:10]([N:13]2[CH2:18][CH2:17][CH:16]([C:19]3[C:28]([CH:29]([F:40])[C:30]4[CH:35]=[CH:34][C:33]([C:36]([F:39])([F:38])[F:37])=[CH:32][CH:31]=4)=[C:27]([CH:41]4[CH2:46][CH2:45][C:44]([F:48])([F:47])[CH2:43][CH2:42]4)[C:26]4[CH:25]([O:49][CH2:50][C:51]5[CH:56]=[CH:55][C:54]([O:57][CH3:58])=[CH:53][CH:52]=5)[CH2:24][C:23]([CH3:60])([CH3:59])[CH2:22][C:21]=4[N:20]=3)[CH2:15][CH2:14]2)=[N:11][CH:12]=1>>[F:48][C:44]1([F:47])[CH2:43][CH2:42][CH:41]([C:27]2[C:26]3[CH:25]([O:49][CH2:50][C:51]4[CH:52]=[CH:53][C:54]([O:57][CH3:58])=[CH:55][CH:56]=4)[CH2:24][C:23]([CH3:59])([CH3:60])[CH2:22][C:21]=3[N:20]=[C:19]([CH:16]3[CH2:17][CH2:18][N:13]([C:10]4[N:11]=[CH:12][C:7]([N:2]([CH2:3][CH2:4][OH:5])[CH3:1])=[CH:8][N:9]=4)[CH2:14][CH2:15]3)[C:28]=2[CH:29]([F:40])[C:30]2[CH:35]=[CH:34][C:33]([C:36]([F:37])([F:39])[F:38])=[CH:32][CH:31]=2)[CH2:46][CH2:45]1. Reported procedure: Reactions similar to those of Reference Example 13 were performed except for using 2-(methylamino)ethanol instead of isonipecotic acid ethyl ester, and from 100 mg (0.120 mmol) of 2-[1-(5-Bromopyrimidin-2-yl)piperidin-4-yl]-4-(4,4-difluorocyclohexyl)-3-{fluoro[4-(trifluoromethyl)phenyl]methyl}-5-[(4-methoxybenzyl)oxy]-7,7-dimethyl-5,6,7,8-tetrahydroquinoline, which was prepared by a method similar to that of Reference Example 11, 25 mg of 4-(4,4-Difluorocyclohexyl)-3-{fluoro[4-(trifluoromethyl)p... The product is FC1(CCC(CC1)C1=C(C(=NC=2CC(CC(C12)OCC1=CC=C(C=C1)OC)(C)C)C1CCN(CC1)C1=NC=C(C=N1)N(C)CCO)C(C1=CC=C(C=C1)C(F)(F)F)F)F (4-(4,4-Difluorocyclohexyl)-3-{fluoro[4-(trifluoromethyl)phenyl]methyl}-2-(1-{5-[(2-hydroxyethyl)(methyl)amino]pyrimidin-2-yl}piperidin-4-yl)-5-[(4-methoxybenzyl)oxy]-7,7-dimethyl-5,6,7,8-tetrahydroquinoline). Reactants: CNCCO (2-(methylamino)ethanol), BrC=1C=NC(=NC1)N1CCC(CC1)C1=NC=2CC(CC(C2C(=C1C(C1=CC=C(C=C1)C(F)(F)F)F)C1CCC(CC1)(F)F)OCC1=CC=C(C=C1)OC)(C)C (2-[1-(5-Bromopyrimidin-2-yl)piperidin-4-yl]-4-(4,4-difluorocyclohexyl)-3-{fluoro[4-(trifluoromethyl)phenyl]methyl}-5-[(4-methoxybenzyl)oxy]-7,7-dimethyl-5,6,7,8-tetrahydroquinoline). Starting materials: BrCc1ccccc1, [H-], CSc1nc2ccnn2c(N)c1C#N, [Na+], CN(C)C=O, O. Yields the product CSc1nc2ccnn2c(NCc2ccccc2)c1C#N. As a reaction SMILES: [Br:22][CH2:23][c:24]1[cH:25][cH:26][cH:27][cH:28][cH:29]1.[H-:1].[NH2:3][c:4]1[c:5]([C:15]#[N:16])[c:6]([S:13][CH3:14])[n:7][c:8]2[n:9]1[n:10][cH:11][cH:12]2.[Na+:2].[O:17]=[CH:18][N:19]([CH3:20])[CH3:21].[OH2:30]>>[NH:3]([c:4]1[c:5]([C:15]#[N:16])[c:6]([S:13][CH3:14])[n:7][c:8]2[n:9]1[n:10][cH:11][cH:12]2)[CH2:23][c:24]1[cH:25][cH:26][cH:27][cH:28][cH:29]1.